Dataset: the Open Reaction Database (ORD), a public repository of structured organic reaction records. Task: describe an organic reaction: reactants, conditions, products, and yield The reactants are C1CCOC1, CSCCO, CC(C)OC(=O)N=NC(=O)OC(C)C, CC(C)(C)C(=O)c1cn(COCC[Si](C)(C)C)c2ncc(-c3cc(O)cc(N4CCCC4)c3)nc12, c1ccc(P(c2ccccc2)c2ccccc2)cc1. The product is CSCCOc1cc(-c2cnc3c(n2)c(C(=O)C(C)(C)C)cn3COCC[Si](C)(C)C)cc(N2CCCC2)c1. As a reaction SMILES: [CH2:74]1[O:75][CH2:76][CH2:77][CH2:78]1.[CH3:36][S:37][CH2:38][CH2:39][OH:40].[O:60]=[C:61]([O:62][CH:63]([CH3:64])[CH3:65])[N:66]=[N:67][C:68]([O:69][CH:70]([CH3:71])[CH3:72])=[O:73].[OH:1][c:2]1[cH:3][c:4](-[c:13]2[n:14][c:15]3[c:16]([n:17][cH:18]2)[n:19]([CH2:28][O:29][CH2:30][CH2:31][Si:32]([CH3:33])([CH3:34])[CH3:35])[cH:20][c:21]3[C:22]([C:23]([CH3:24])([CH3:25])[CH3:26])=[O:27])[cH:5][c:6]([N:8]2[CH2:9][CH2:10][CH2:11][CH2:12]2)[cH:7]1.[c:41]1([P:42]([c:43]2[cH:44][cH:45][cH:46][cH:47][cH:48]2)[c:49]2[cH:50][cH:51][cH:52][cH:53][cH:54]2)[cH:55][cH:56][cH:57][cH:58][cH:59]1>>[O:1]([c:2]1[cH:3][c:4](-[c:13]2[n:14][c:15]3[c:16]([n:17][cH:18]2)[n:19]([CH2:28][O:29][CH2:30][CH2:31][Si:32]([CH3:33])([CH3:34])[CH3:35])[cH:20][c:21]3[C:22]([C:23]([CH3:24])([CH3:25])[CH3:26])=[O:27])[cH:5][c:6]([N:8]2[CH2:9][CH2:10][CH2:11][CH2:12]2)[cH:7]1)[CH2:39][CH2:38][S:37][CH3:36].